From a dataset of the Open Reaction Database (ORD), a public repository of structured organic reaction records. describe an organic reaction: reactants, conditions, products, and yield Reactants: FC1=C(CSC2=NC(=CC(=N2)NS(=O)(=O)C2=CC=C3CCN(CC3=C2)C(C(F)(F)F)=O)OC)C=CC=C1F (N-(2-[(2,3-difluorobenzyl)thio]-6-methoxypyrimidin-4-yl) 2-(trifluoroacetyl)-1,2,3,4-tetrahydroisoquinoline-7-sulfonamide), N (NH3). Run in CO (MeOH). Reaction conditions: time 2 hour. Product: FC1=C(CSC2=NC(=CC(=N2)NS(=O)(=O)C2=CC=C3CCNCC3=C2)OC)C=CC=C1F (N-(2-[(2,3-Difluorobenzyl)thio]-6-methoxypyrimidin-4-yl)-1,2,3,4-tetrahydroisoquinoline-7-sulfonamide). Reaction SMILES: [F:1][C:2]1[C:37]([F:38])=[CH:36][CH:35]=[CH:34][C:3]=1[CH2:4][S:5][C:6]1[N:11]=[C:10]([NH:12][S:13]([C:16]2[CH:25]=[C:24]3[C:19]([CH2:20][CH2:21][N:22](C(=O)C(F)(F)F)[CH2:23]3)=[CH:18][CH:17]=2)(=[O:15])=[O:14])[CH:9]=[C:8]([O:32][CH3:33])[N:7]=1.N>CO>[F:1][C:2]1[C:37]([F:38])=[CH:36][CH:35]=[CH:34][C:3]=1[CH2:4][S:5][C:6]1[N:11]=[C:10]([NH:12][S:13]([C:16]2[CH:25]=[C:24]3[C:19]([CH2:20][CH2:21][NH:22][CH2:23]3)=[CH:18][CH:17]=2)(=[O:15])=[O:14])[CH:9]=[C:8]([O:32][CH3:33])[N:7]=1. Procedure details: N-(2-[(2,3-difluorobenzyl)thio]-6-methoxypyrimidin-4-yl) 2-(trifluoroacetyl)-1,2,3,4-tetrahydroisoquinoline-7-sulfonamide (0.805 g) was added to a solution of 7N NH3 in MeOH (20 ml), sealed and stirred at room temperature for 2 h. The reaction was reduced in vacuo and the resulting residue purified by prep HPLC to give the title compound as a white solid. Yield: 70 mg Yields the product COCC(=O)NCc1cccc2c1C(=O)N(C1CCC(=O)NC1=O)C2=O. Reaction SMILES: [CH3:34][O:35][CH2:36][C:37](=[O:38])[Cl:39].[CH3:40][C:41]#[N:42].[ClH:12].[N:1]12[CH2:2][CH2:3][CH2:4][N:5]=[C:6]1[CH2:7][CH2:8][CH2:9][CH2:10][CH2:11]2.[NH2:13][CH2:14][c:15]1[c:16]2[c:20]([cH:21][cH:22][cH:23]1)[C:19](=[O:24])[N:18]([CH:25]1[C:26](=[O:32])[NH:27][C:28](=[O:31])[CH2:29][CH2:30]1)[C:17]2=[O:33]>>[NH:13]([CH2:14][c:15]1[c:16]2[c:20]([cH:21][cH:22][cH:23]1)[C:19](=[O:24])[N:18]([CH:25]1[C:26](=[O:32])[NH:27][C:28](=[O:31])[CH2:29][CH2:30]1)[C:17]2=[O:33])[C:37]([CH2:36][O:35][CH3:34])=[O:38]. Starting materials: COCC(=O)Cl, CC#N, Cl, C1CCC2=NCCCN2CC1, NCc1cccc2c1C(=O)N(C1CCC(=O)NC1=O)C2=O. The reactants are [OH-].[NH4+] (ammonium hydroxide), NC1=C2N=CN(C2=NC=N1)[C@H]1[C@@H]([C@@H]([C@H](C1)CO)O)O ((±)-(1R*,2S*,3R*,5R*)-3-(6-Amino-9H-purin-9-yl)-5-(hydroxymethyl)-1,2-cyclopentanediol), Ice water, S(=O)(Cl)Cl (thionyl chloride). The solvent is CN(P(=O)(N(C)C)N(C)C)C (hexamethylphosphoramide). Reaction conditions: temperature 25 celsius, time 18 hour. Product: NC1=C2N=CN(C2=NC=N1)[C@H]1[C@@H]([C@@H]([C@H](C1)CCl)O)O ((±)-(1R*,2S*,3R*,5S*)-3-(6-Amino-9H-purin-9-yl)-5-(chloromethyl)-1,2-cyclopentanediol). The yield is 92.0%. Reaction SMILES: [NH2:1][C:2]1[N:10]=[CH:9][N:8]=[C:7]2[C:3]=1[N:4]=[CH:5][N:6]2[C@@H:11]1[CH2:15][C@H:14]([CH2:16]O)[C@@H:13]([OH:18])[C@H:12]1[OH:19].S(Cl)([Cl:22])=O.[OH-].[NH4+]>CN(C)P(N(C)C)(N(C)C)=O>[NH2:1][C:2]1[N:10]=[CH:9][N:8]=[C:7]2[C:3]=1[N:4]=[CH:5][N:6]2[C@@H:11]1[CH2:15][C@H:14]([CH2:16][Cl:22])[C@@H:13]([OH:18])[C@H:12]1[OH:19] |f:2.3|. Procedure details: (±)-(1R*,2S*,3R*,5R*)-3-(6-Amino-9H-purin-9-yl)-5-(hydroxymethyl)-1,2-cyclopentanediol (J. Am. Chem. Soc. 1969, 91, 3075) (0.94 g, 3.54 mmol) was stirred in hexamethylphosphoramide (13 ml) with cooling (ice bath) while thionyl chloride was added. The mixture was stirred under nitrogen at 25° C. for 18 hours. Ice water (50 ml) was added to the cooled mixture. The resulting solution was neutralized with concentrated ammonium hydroxide. The white precepitate was filtered off and dissolved in reflux... Starting materials: N1=CC(=C2N1C=CC=N2)C(=O)O (Pyrazolo[1,5-a]pyrimidine-3-carboxylic acid), ClC1=CC(=C(C=C1)OC(=O)C=1C=NN2C1N=CC=C2)NC(=O)C=2C=NN1C2N=CC=C1 (pyrazolo[1,5-a]pyrimidine-3-carboxylic acid 4-chloro-2-[(pyrazolo[1,5-a]pyrimidine-3-carbonyl)-amino]-phenyl ester), NC1=C(C=CC(=C1)Cl)O (2-Amino-4-chlorophenol). The solvent is S(=O)(Cl)Cl (thionyl chloride). Conditions: temperature 85 celsius. Product: ClC=1C=CC(=C(C1)NC(=O)C=1C=NN2C1N=CC=C2)O (pyrazolo[1,5-a]pyrimidine-3-carboxylic acid (5-chloro-2-hydroxy-phenyl)-amide). Yield: 67.0%. RXN SMILES: N1N2C=CC=NC2=C(C(O)=O)C=1.NC1C=C(Cl)C=CC=1O.[Cl:22][C:23]1[CH:28]=[CH:27][C:26]([O:29]C(C2C=NN3C=CC=NC=23)=O)=[C:25]([NH:41][C:42]([C:44]2[CH:45]=[N:46][N:47]3[CH:52]=[CH:51][CH:50]=[N:49][C:48]=23)=[O:43])[CH:24]=1>S(Cl)(Cl)=O>[Cl:22][C:23]1[CH:28]=[CH:27][C:26]([OH:29])=[C:25]([NH:41][C:42]([C:44]2[CH:45]=[N:46][N:47]3[CH:52]=[CH:51][CH:50]=[N:49][C:48]=23)=[O:43])[CH:24]=1. Procedure details: Pyrazolo[1,5-a]pyrimidine-3-carboxylic acid (0.5 g, 3.06 mmol) was suspended in thionyl chloride (25 mL) and the resulting mixture was heated at 85° C. for 1.5 hours. The volatiles were then evaporated under high vacuum and the residue was suspended in pyridine (25 mL). 2-Amino-4-chlorophenol (0.46 g, 3.2 mmol) was added and the resulting mixture was heated at reflux overnight. The volatiles were then evaporated under high vacuum, water and dichloromethane were added to the residue and the mixtu... Reactants: CC=1C=C(C=2N(N1)C=CN2)C (6,8-dimethylimidazo[1,2-b]pyridazine), BrN1C(CCC1=O)=O (N-bromosuccinimide), saturated aqueous solution, C([O-])(O)=O.[Na+] (sodium bicarbonate). Run in C(Cl)(Cl)Cl (chloroform). Run at time 2 hour. The product is BrC1=CN=C2N1N=C(C=C2C)C (3-Bromo-6,8-dimethylimidazo[1,2-b]pyridazine). Yield: 83.5%. RXN SMILES: [CH3:1][C:2]1[CH:3]=[C:4]([CH3:11])[C:5]2[N:6]([CH:8]=[CH:9][N:10]=2)[N:7]=1.[Br:12]N1C(=O)CCC1=O.C(=O)(O)[O-].[Na+]>C(Cl)(Cl)Cl>[Br:12][C:8]1[N:6]2[N:7]=[C:2]([CH3:1])[CH:3]=[C:4]([CH3:11])[C:5]2=[N:10][CH:9]=1 |f:2.3|. Procedure details: To a solution of 3.63 g (24.7 mmol) of 6,8-dimethylimidazo[1,2-b]pyridazine in 25 mL of chloroform was added 4.84 g (27.2 mmol) of N-bromosuccinimide. After 2 h. 1 mL of a saturated aqueous solution of sodium bicarbonate was added. The layers were separated. The organic layer was dried (Na2SO4) and the solvent was removed with a rotary evaporator. The residue was purified by flash chromatography to give 4.66 g of the title compound as a while solid, m.p. 137°-139° C. Reactants: CC(=O)OC1CSC(Oc2ccc(Br)nc2)C(OC(C)=O)C1OC(C)=O, OB(O)c1cncc(Cl)c1. Product: CC(=O)OC1CSC(Oc2ccc(-c3cncc(Cl)c3)nc2)C(OC(C)=O)C1OC(C)=O. As a reaction SMILES: [C:1]([CH3:2])(=[O:3])[O:4][CH:5]1[CH:6]([O:7][c:8]2[cH:9][n:10][c:11]([Br:14])[cH:12][cH:13]2)[S:15][CH2:16][CH:17]([O:23][C:24]([CH3:25])=[O:26])[CH:18]1[O:19][C:20]([CH3:21])=[O:22].[Cl:27][c:28]1[cH:29][c:30]([B:34]([OH:35])[OH:36])[cH:31][n:32][cH:33]1>>[C:1]([CH3:2])(=[O:3])[O:4][CH:5]1[CH:6]([O:7][c:8]2[cH:9][n:10][c:11](-[c:30]3[cH:29][c:28]([Cl:27])[cH:33][n:32][cH:31]3)[cH:12][cH:13]2)[S:15][CH2:16][CH:17]([O:23][C:24]([CH3:25])=[O:26])[CH:18]1[O:19][C:20]([CH3:21])=[O:22]. The reactants are C(CCCCCCC)O (Octan-1-ol), C(\C=C\C)(=O)O (crotonic acid), 2-L. Reagents/catalysts: CC=1C=CC(=CC1)S(=O)(=O)O (PTSA). Solvent: C1(=CC=CC=C1)C (toluene). Conditions: temperature 125 celsius. Yields the product C(CCCCCCC)OC(C=CC)=O (but-2-enoic acid octyl ester). Isolated yield 81.1%. RXN SMILES: [CH2:1]([OH:9])[CH2:2][CH2:3][CH2:4][CH2:5][CH2:6][CH2:7][CH3:8].[C:10](O)(=[O:14])/[CH:11]=[CH:12]/[CH3:13]>CC1C=CC(S(O)(=O)=O)=CC=1.C1(C)C=CC=CC=1>[CH2:1]([O:9][C:10](=[O:14])[CH:11]=[CH:12][CH3:13])[CH2:2][CH2:3][CH2:4][CH2:5][CH2:6][CH2:7][CH3:8]. Procedure details: Octan-1-ol (221 g), crotonic acid (194 g), PTSA (6.4 g), and toluene (300 mL) were charged into a 2-L reaction flask fitted with a mechanical stirrer, a thermocouple, a Dean-Stark trap, and a condenser. The reaction mixture was heated to reflux at about 120-130° C. Water was removed azeotropically. The reaction was aged at reflux for about 7-8 hours until no more water evolved. The reaction mixture was cooled to room temperature and quenched with water (400 mL). The organic layer was separated a... Starting materials: C1CCOC1, CC(C)[N-]C(C)C, COc1ccc(NC(C)=S)cn1, CON(C)C(=O)COc1cc(C(=O)Nc2ccc(-n3ccnc3)c(C(F)(F)F)c2)ccc1F, [Li+]. Product: COc1ccc(NC(=S)CC(=O)COc2cc(C(=O)Nc3ccc(-n4ccnc4)c(C(F)(F)F)c3)ccc2F)cn1. As a reaction SMILES: [CH2:54]1[O:55][CH2:56][CH2:57][CH2:58]1.[CH3:14][CH:15]([N-:16][CH:17]([CH3:18])[CH3:19])[CH3:20].[CH3:1][O:2][c:3]1[cH:4][cH:5][c:6]([NH:9][C:10]([CH3:11])=[S:12])[cH:7][n:8]1.[F:21][c:22]1[c:23]([O:46][CH2:47][C:48]([N:49]([O:50][CH3:51])[CH3:52])=[O:53])[cH:24][c:25]([C:26](=[O:27])[NH:28][c:29]2[cH:30][c:31]([C:40]([F:41])([F:42])[F:43])[c:32](-[n:35]3[cH:36][n:37][cH:38][cH:39]3)[cH:33][cH:34]2)[cH:44][cH:45]1.[Li+:13]>>[CH3:1][O:2][c:3]1[cH:4][cH:5][c:6]([NH:9][C:10]([CH2:11][C:48]([CH2:47][O:46][c:23]2[c:22]([F:21])[cH:45][cH:44][c:25]([C:26](=[O:27])[NH:28][c:29]3[cH:30][c:31]([C:40]([F:41])([F:42])[F:43])[c:32](-[n:35]4[cH:36][n:37][cH:38][cH:39]4)[cH:33][cH:34]3)[cH:24]2)=[O:53])=[S:12])[cH:7][n:8]1. Reactants: CC(C)N(C(C)C)P(=O)(Cl)OCCC#N, CC(C=CC1=C(C)CCCC1(C)C)=CC=CC(C)=CCO, CCN(C(C)C)C(C)C, [Na+], O=C([O-])O, NP([O-])[O-]. Product: CC(C=CC1=C(C)CCCC1(C)C)=CC=CC(C)=CC(=O)O. RXN SMILES: [C:31]([CH2:32][CH2:33][O:35][P:34]([Cl:36])([N:37]([CH:38]([CH3:39])[CH3:40])[CH:41]([CH3:42])[CH3:43])=[O:44])#[N:45].[CH3:1][C:2]([CH:3]=[CH:4][CH:5]=[C:6]([CH3:7])[CH:8]=[CH:9][C:10]1=[C:11]([CH3:12])[CH2:13][CH2:14][CH2:15][C:16]1([CH3:17])[CH3:18])=[CH:19][CH2:20][OH:21].[CH:22]([N:23]([CH:24]([CH3:25])[CH3:26])[CH2:27][CH3:28])([CH3:29])[CH3:30].[Na+:54].[O-:50][C:51]([OH:52])=[O:53].[P:46]([NH2:47])([O-:48])[O-:49]>>[CH3:1][C:2]([CH:3]=[CH:4][CH:5]=[C:6]([CH3:7])[CH:8]=[CH:9][C:10]1=[C:11]([CH3:12])[CH2:13][CH2:14][CH2:15][C:16]1([CH3:17])[CH3:18])=[CH:19][C:20]([OH:21])=[O:35]. The reactants are O=C(Br)CBr, CNC(C)C, O. The product is CC(C)N(C)C(=O)CBr. RXN SMILES: [Br:6][CH2:7][C:8](=[O:9])[Br:10].[CH3:1][NH:2][CH:3]([CH3:4])[CH3:5].[OH2:11]>>[CH3:1][N:2]([CH:3]([CH3:4])[CH3:5])[C:8]([CH2:7][Br:6])=[O:9].